This data is from the Open Reaction Database (ORD), a public repository of structured organic reaction records. The task is: describe an organic reaction: reactants, conditions, products, and yield The reactants are ClC1=C(C=C(C=C1)N(C)C)N(CC(=O)N(CC1=NC(=CN=C1)C)CC)S(=O)(=O)C1=CC(=C(C=C1)OC)OC (2-[(2-chloro-5-dimethylamino-phenyl)-(3,4-dimethoxy-benzenesulfonyl)-amino]-N-ethyl-N-(6-methyl-pyrazin-2-ylmethyl)-acetamide), P12(=S)SP3(=S)SP(=S)(S1)SP(=S)(S2)S3 (phosphorus pentasulfide). The solvent is C1(=CC=CC=C1)C (toluene). Run at temperature 80 celsius, time 3 hour. The product is ClC1=C(C=C(C=C1)N(C)C)N(CC(=S)N(CC1=NC(=CN=C1)C)CC)S(=O)(=O)C1=CC(=C(C=C1)OC)OC (2-[(2-Chloro-5-dimethylamino-phenyl)-(3,4-dimethoxy-benzenesulfonyl)-amino]-N-ethyl-N-(6-methyl-pyrazin-2-ylmethyl)-thioacetamide). Isolated yield 92.3%. As a reaction SMILES: [Cl:1][C:2]1[CH:7]=[CH:6][C:5]([N:8]([CH3:10])[CH3:9])=[CH:4][C:3]=1[N:11]([S:26]([C:29]1[CH:34]=[CH:33][C:32]([O:35][CH3:36])=[C:31]([O:37][CH3:38])[CH:30]=1)(=[O:28])=[O:27])[CH2:12][C:13]([N:15]([CH2:24][CH3:25])[CH2:16][C:17]1[CH:22]=[N:21][CH:20]=[C:19]([CH3:23])[N:18]=1)=O.P12(SP3(SP(SP(S3)(S1)=S)(=S)S2)=S)=[S:40]>C1(C)C=CC=CC=1>[Cl:1][C:2]1[CH:7]=[CH:6][C:5]([N:8]([CH3:10])[CH3:9])=[CH:4][C:3]=1[N:11]([S:26]([C:29]1[CH:34]=[CH:33][C:32]([O:35][CH3:36])=[C:31]([O:37][CH3:38])[CH:30]=1)(=[O:28])=[O:27])[CH2:12][C:13]([N:15]([CH2:24][CH3:25])[CH2:16][C:17]1[CH:22]=[N:21][CH:20]=[C:19]([CH3:23])[N:18]=1)=[S:40]. Procedure: To a solution of 2-[(2-chloro-5-dimethylamino-phenyl)-(3,4-dimethoxy-benzenesulfonyl)-amino]-N-ethyl-N-(6-methyl-pyrazin-2-ylmethyl)-acetamide (20 mg) in dry toluene (0.2 mL) was added in one portion phosphorus pentasulfide (10 mg). The reaction mixture was stirred at 80° C. under nitrogen for 3 h. After cooling to RT, the reaction mixture was concentrated under reduced pressure and the residue was purified by FC (EA/n-heptane: 8/2 to EA) to give 12 mg (57%) of the title compound as a foam. Product: CN(C)C(=O)COCc1cc2nc(-c3cccc4[nH]ncc34)nc(N3CCOCC3)c2s1. Reaction SMILES: [CH3:25][C:26]1([CH3:27])[C:28]([CH3:29])([CH3:30])[O:31][B:32]([c:33]2[c:34]3[cH:35][n:36][nH:37][c:38]3[cH:39][cH:40][cH:41]2)[O:42]1.[Cl:1][c:2]1[n:3][c:4]([N:19]2[CH2:20][CH2:21][O:22][CH2:23][CH2:24]2)[c:5]2[c:6]([n:7]1)[cH:8][c:9]([CH2:11][O:12][CH2:13][C:14](=[O:15])[N:16]([CH3:17])[CH3:18])[s:10]2>>[c:2]1(-[c:33]2[c:34]3[cH:35][n:36][nH:37][c:38]3[cH:39][cH:40][cH:41]2)[n:3][c:4]([N:19]2[CH2:20][CH2:21][O:22][CH2:23][CH2:24]2)[c:5]2[c:6]([n:7]1)[cH:8][c:9]([CH2:11][O:12][CH2:13][C:14](=[O:15])[N:16]([CH3:17])[CH3:18])[s:10]2. The reactants are CC1(C)OB(c2cccc3[nH]ncc23)OC1(C)C, CN(C)C(=O)COCc1cc2nc(Cl)nc(N3CCOCC3)c2s1. Yields the product BrC=1C=CC(=C(OC2CN(C2)C2=CC=CC=C2)C1)OCC1=CC(=CC=C1)F (3-[5-Bromo-2-(3-fluoro-benzyloxy)-phenoxy]-1-phenyl-azetidine). Reported procedure: Prepared by the procedure of Example 163 using 5-bromo-2-(3-fluoro-benzyloxy)-phenol and 1-phenyl-azetidin-3-ol. MS (ESI): mass calcd. for C22H19BrFNO2, 427.1; m/z found, 428.2 [M+H]+. 1H NMR (CDCl3): 7.34-6.47 (m, 12H), 5.11-5.03 (m, 3H), 4.36-4.28 (m, 2H), 3.98-3.91 (m, 2H). Reaction SMILES: [Br:1][C:2]1[CH:3]=[CH:4][C:5]([O:9][CH2:10][C:11]2[CH:16]=[CH:15][CH:14]=[C:13]([F:17])[CH:12]=2)=[C:6]([OH:8])[CH:7]=1.[C:18]1([N:24]2[CH2:27][CH:26](O)[CH2:25]2)[CH:23]=[CH:22][CH:21]=[CH:20][CH:19]=1>>[Br:1][C:2]1[CH:3]=[CH:4][C:5]([O:9][CH2:10][C:11]2[CH:16]=[CH:15][CH:14]=[C:13]([F:17])[CH:12]=2)=[C:6]([CH:7]=1)[O:8][CH:26]1[CH2:27][N:24]([C:18]2[CH:23]=[CH:22][CH:21]=[CH:20][CH:19]=2)[CH2:25]1. The reactants are BrC=1C=CC(=C(C1)O)OCC1=CC(=CC=C1)F (5-bromo-2-(3-fluoro-benzyloxy)-phenol), C1(=CC=CC=C1)N1CC(C1)O (1-phenyl-azetidin-3-ol). Starting materials: CN(C)C=O, C[Si](C)(C)CCOCCl, Clc1nc(Cl)c2[nH]cnc2n1, [H-], [Na+], O. Yields the product C[Si](C)(C)CCOCn1cnc2c(Cl)nc(Cl)nc21. As a reaction SMILES: [CH3:14][N:15]([CH3:16])[CH:17]=[O:18].[CH3:19][Si:20]([CH2:21][CH2:22][O:23][CH2:24][Cl:25])([CH3:26])[CH3:27].[Cl:1][c:2]1[n:3][c:4]([Cl:11])[c:5]2[nH:6][cH:7][n:8][c:9]2[n:10]1.[H-:12].[Na+:13].[OH2:28]>>[Cl:1][c:2]1[n:3][c:4]([Cl:11])[c:5]2[n:6][cH:7][n:8]([CH2:24][O:23][CH2:22][CH2:21][Si:20]([CH3:19])([CH3:26])[CH3:27])[c:9]2[n:10]1. Starting materials: CN(C=O)C (dimethylformamide), solution, C(C)(C)[N-]C(C)C.[Li+] (lithium diisopropylamide), C(C)(=O)OCC (Ethyl acetate), BrC=1C=CC(=C(C1)C)F (5-bromo-2-fluorotoluene). The solvent is C(=O)=O.CC(=O)C (dry ice acetone), C1CCOC1 (THF), C(=O)=O.CC(=O)C (dry ice acetone). Yields the product BrC=1C=C(C(=C(C=O)C1)F)C (5-bromo-2-fluoro-3-methylbenzaldehyde). Yield: 94.1%. Reaction SMILES: [Br:1][C:2]1[CH:3]=[CH:4][C:5]([F:9])=[C:6]([CH3:8])[CH:7]=1.C([N-]C(C)C)(C)C.[Li+].CN(C)[CH:20]=[O:21].C(OCC)(=O)C>C1COCC1.C(=O)=O.CC(C)=O>[Br:1][C:2]1[CH:7]=[C:6]([CH3:8])[C:5]([F:9])=[C:4]([CH:3]=1)[CH:20]=[O:21] |f:1.2,6.7|. Procedure details: To a solution of 5-bromo-2-fluorotoluene 169 (1.0 g, 5.29 mmol.) in anhydrous THF (4 mL) cooled in dry ice/acetone bath was added a 2 M solution of lithium diisopropylamide (2.6 mL, 5.2 mmol.). The reaction mixture was stirred for 1 hour in the dry ice/acetone bath. Anhydrous dimethylformamide (0.46 g, 6.35 mmol.) was added in a dropwise manner. The reaction mixture was allowed to warm to room temperature in 3 hours. Ethyl acetate (100 mL) was added. The organic layer was washed with 1 N hydroch...